This data is from the Open Reaction Database (ORD), a public repository of structured organic reaction records. The task is: describe an organic reaction: reactants, conditions, products, and yield Reaction SMILES: O=[C:2]([CH3:6])[C:3](=[S:5])[NH2:4].[Br:7][C:8]1[CH:9]=[C:10]2[C:20](=[CH:21][CH:22]=1)[O:19][C:13]1([CH2:18][CH2:17][CH2:16][O:15][CH2:14]1)[CH2:12][C:11]2=[NH:23]>C(#N)C>[Br:7][C:8]1[CH:9]=[C:10]2[C:20](=[CH:21][CH:22]=1)[O:19][C:13]1([CH2:18][CH2:17][CH2:16][O:15][CH2:14]1)[CH2:12][C:11]12[NH:4][C:3](=[S:5])[C:2]([CH3:6])=[N:23]1. The reactants are O=C(C(N)=S)C (2-oxopropanethioamide), O=C(C(N)=S)C (2-oxopropanethioamide), BrC=1C=C2C(CC3(COCCC3)OC2=CC1)=N (6-Bromo-5′,6′-dihydro-4′H-spiro[chromene-2,3′-pyran]-4(3H)-imine). Yields the product BrC=1C=C2C3(CC4(COCCC4)OC2=CC1)N=C(C(N3)=S)C (6′-Bromo-5-methyl-5″,6″-dihydro-4″H-dispiro[imidazole-2,4′-chromene-2′,3″-pyran]-4(3H)-thione). Procedure details: 2-Oxopropanethioamide (Intermediate 2, 289 mg, 2.80 mmol) and 6-bromo-5′,6′-dihydro-4′H-spiro[chromene-2,3′-pyran]-4(3H)-imine (Example 45 Step 2, 331.4 mg, 1.12 mmol) were dissolved in acetonitrile (3 mL) and heated using MW for 20 min to 120° C. The solvent was evaporated under reduced pressure. The crude product was purified by flash chromatography using a gradient of 0-50% EtOAc in heptane but co-eluted with byproducts. The not completely pure product was used as a mixture in the next step. The solvent is C(C)#N (acetonitrile).